This data is from the Open Reaction Database (ORD), a public repository of structured organic reaction records. The task is: describe an organic reaction: reactants, conditions, products, and yield Starting materials: Cl (HCl), C(C)(C)(C)OC(NCC1=COC2=C1C=CC(=C2)OC=2SC=1C(=NC=CC1)N2)=O ([6-(thiazolo[4,5-b]pyridin-2-yloxy)-benzofuran-3-ylmethyl]-carbamic acid tert-butyl ester), Cl (HCl). The solvent is C(Cl)Cl (DCM), C(C)OCC (diethyl ether). Run at time 24 hour. The product is Cl.S1C(=NC2=NC=CC=C21)OC2=CC1=C(C(=CO1)CN)C=C2 (C-[6-(Thiazolo[4,5-b]pyridin-2-yloxy)-benzofuran-3-yl]-methylamine hydrochloride). The yield is 130.0%. As a reaction SMILES: C(OC(=O)[NH:7][CH2:8][C:9]1[C:13]2[CH:14]=[CH:15][C:16]([O:18][C:19]3[S:20][C:21]4[C:22]([N:27]=3)=[N:23][CH:24]=[CH:25][CH:26]=4)=[CH:17][C:12]=2[O:11][CH:10]=1)(C)(C)C.[ClH:29]>C(Cl)Cl.C(OCC)C>[ClH:29].[S:20]1[C:21]2[C:22](=[N:23][CH:24]=[CH:25][CH:26]=2)[N:27]=[C:19]1[O:18][C:16]1[CH:15]=[CH:14][C:13]2[C:9]([CH2:8][NH2:7])=[CH:10][O:11][C:12]=2[CH:17]=1 |f:4.5|. Procedure details: To a solution of 2 [6-(thiazolo[4,5-b]pyridin-2-yloxy)-benzofuran-3-ylmethyl]-carbamic acid tert-butyl ester (0.10 g, 0.25 mmol) in DCM (1.2 mL) was added 2 M HCl in diethyl ether (0.38 mL). The reaction was stirred (rt, 16 h) before additional HCl (0.38 mL) was added. The reaction was stirred (rt, 24 h) and concentrated to provide the title compound as a white solid (98 mg, 130%). Additional mass is likely due to retained HCl and/or solvent. MS (ESI): mass calcd. for C15H11N3O2S, 297.06; m/z fo... Starting materials: CN(C)C=O, Fc1ccccn1, [H-], [Na+], O, OCc1ccc(CO)cc1. Yields the product OCc1ccc(COc2ccccn2)cc1. As a reaction SMILES: [CH:18]([N:19]([CH3:20])[CH3:21])=[O:22].[F:11][c:12]1[n:13][cH:14][cH:15][cH:16][cH:17]1.[H-:23].[Na+:24].[OH2:25].[c:1]1([CH2:9][OH:10])[cH:2][cH:3][c:4]([CH2:7][OH:8])[cH:5][cH:6]1>>[c:1]1([CH2:9][OH:10])[cH:2][cH:3][c:4]([CH2:7][O:8][c:12]2[n:13][cH:14][cH:15][cH:16][cH:17]2)[cH:5][cH:6]1.